The task is: describe an organic reaction: reactants, conditions, products, and yield. This data is from the Open Reaction Database (ORD), a public repository of structured organic reaction records. Reactants: BrC1=CC(=C(C=C1)C)[N+](=O)[O-] (4-bromo-2-nitrotoluene), CC(CC=C)O (4-penten-2-ol), O (water). Reagents/catalysts: C(C)(=O)[O-].[Pd+2].C(C)(=O)[O-] (palladium(II) acetate), C1(=C(C=CC=C1)P(C1=C(C=CC=C1)C)C1=C(C=CC=C1)C)C (tri-o-tolylphosphine). Run in C(C)N(CC)CC (triethylamine), C(C)#N (acetonitrile). Yields the product CC1=C(C=C(C=C1)/C=C/CC(C)O)[N+](=O)[O-] ((4E)-5-(4-Methyl-3-nitrophenyl)-4-penten-2-ol). The yield is 77.3%. As a reaction SMILES: Br[C:2]1[CH:7]=[CH:6][C:5]([CH3:8])=[C:4]([N+:9]([O-:11])=[O:10])[CH:3]=1.[CH3:12][CH:13]([OH:17])[CH2:14][CH:15]=[CH2:16].O>C(N(CC)CC)C.C(#N)C.C([O-])(=O)C.[Pd+2].C([O-])(=O)C.C1(C)C=CC=CC=1P(C1C=CC=CC=1C)C1C=CC=CC=1C>[CH3:8][C:5]1[CH:6]=[CH:7][C:2](/[CH:16]=[CH:15]/[CH2:14][CH:13]([OH:17])[CH3:12])=[CH:3][C:4]=1[N+:9]([O-:11])=[O:10] |f:5.6.7|. Procedure: A mixture of 4-bromo-2-nitrotoluene (2.16 g, 10.0 mmol), 4-penten-2-ol (904 mg, 10.5 mmol), palladium(II) acetate (22 mg, 0. 10 mmol) and tri-o-tolylphosphine (122 mg, 0.400 mmol) was diluted with triethylamine (3 mL) and acetonitrile (6 mL) and refluxed under nitrogen for 28 h. The mixture was poured into water (30 mL) and extracted with chloroform (2×30 mL). The chloroform extracts were dried (Na2SO4) and evaporated, and the residue was column chromatographed on 100 g of Merck silica gel 60 (7...